This data is from the Open Reaction Database (ORD), a public repository of structured organic reaction records. The task is: describe an organic reaction: reactants, conditions, products, and yield Product: COc1ccc(OC(CN2CCC(c3cccc(NC(=O)C(C)C)c3)CC2)c2ccccc2)cc1OC. As a reaction SMILES: [CH3:1][O:2][c:3]1[cH:4][c:5]([OH:11])[cH:6][cH:7][c:8]1[O:9][CH3:10].[OH:12][CH:13]([CH2:14][N:15]1[CH2:16][CH2:17][CH:18]([c:21]2[cH:22][c:23]([NH:27][C:28]([CH:29]([CH3:30])[CH3:31])=[O:32])[cH:24][cH:25][cH:26]2)[CH2:19][CH2:20]1)[c:33]1[cH:34][cH:35][cH:36][cH:37][cH:38]1>>[CH3:1][O:2][c:3]1[cH:4][c:5]([O:11][CH:13]([CH2:14][N:15]2[CH2:16][CH2:17][CH:18]([c:21]3[cH:22][c:23]([NH:27][C:28]([CH:29]([CH3:30])[CH3:31])=[O:32])[cH:24][cH:25][cH:26]3)[CH2:19][CH2:20]2)[c:33]2[cH:34][cH:35][cH:36][cH:37][cH:38]2)[cH:6][cH:7][c:8]1[O:9][CH3:10]. Starting materials: COc1ccc(O)cc1OC, CC(C)C(=O)Nc1cccc(C2CCN(CC(O)c3ccccc3)CC2)c1.